From a dataset of the Open Reaction Database (ORD), a public repository of structured organic reaction records. describe an organic reaction: reactants, conditions, products, and yield Starting materials: CCN(C(C)C)C(C)C (Hunig base), ClCC(=O)NC1=CC=C(C(=O)Cl)C=C1 (4-chloroacetylaminobenzoic acid chloride), ClC1=CC=C(CN2CCNCC2)C=C1 (4-chlorobenzylpiperazine). Run in O1CCCC1 (tetrahydrofuran). Conditions: time 30 minute. Product: ClCC(=O)NC1=CC=C(C(=O)N2CCN(CC2)CC2=CC=C(C=C2)Cl)C=C1 (1-[4-(N-chloroacetylamino)benzoyl]-4-(4-chlorobenzyl)piperazine). As a reaction SMILES: [Cl:1][C:2]1[CH:14]=[CH:13][C:5]([CH2:6][N:7]2[CH2:12][CH2:11][NH:10][CH2:9][CH2:8]2)=[CH:4][CH:3]=1.CCN(C(C)C)C(C)C.[Cl:24][CH2:25][C:26]([NH:28][C:29]1[CH:37]=[CH:36][C:32]([C:33](Cl)=[O:34])=[CH:31][CH:30]=1)=[O:27]>O1CCCC1>[Cl:24][CH2:25][C:26]([NH:28][C:29]1[CH:37]=[CH:36][C:32]([C:33]([N:10]2[CH2:11][CH2:12][N:7]([CH2:6][C:5]3[CH:13]=[CH:14][C:2]([Cl:1])=[CH:3][CH:4]=3)[CH2:8][CH2:9]2)=[O:34])=[CH:31][CH:30]=1)=[O:27]. Procedure details: 2.18 g of 4-chlorobenzylpiperazine are dissolved in 40 ml of absolute tetrahydrofuran. With stirring, 1.73 g of Hunig base and 2.64 g of 4-chloroacetylaminobenzoic acid chloride are added thereto in succession. The internal temperature rises to approximately 38°. After 30 minutes, the solution is concentrated by evaporation. The oily residue is digested with water, yielding 1-[4-(N-chloroacetylamino)benzoyl]-4-(4-chlorobenzyl)piperazine having a melting point of 205°-207°.